Dataset: the Open Reaction Database (ORD), a public repository of structured organic reaction records. Task: describe an organic reaction: reactants, conditions, products, and yield Starting materials: NC=1C=C(C=CC1C)C=1OC2=C(N1)C=CC=C2 (2-(3-amino-4-methylphenyl)benzoxazole), C1=CC2=C(C=C1C(=O)O)C(=O)OC2=O (1,2,4-benzenetricarboxylic anhydride). The product is CC1=C(C=C(C=C1)C=1OC2=C(N1)C=CC=C2)N2C(C1=CC=C(C=C1C2=O)C(=O)O)=O (2-[2-Methyl-5-(benzoxazol-2-yl)phenyl]-2,3-dihydro-1,3-dioxo-1H-isoindole-5-carboxylic acid). RXN SMILES: [NH2:1][C:2]1[CH:3]=[C:4]([C:9]2[O:10][C:11]3[CH:17]=[CH:16][CH:15]=[CH:14][C:12]=3[N:13]=2)[CH:5]=[CH:6][C:7]=1[CH3:8].[CH:18]1[C:23]([C:24]([OH:26])=[O:25])=[CH:22][C:21]2[C:27]([O:29][C:30](=O)[C:20]=2[CH:19]=1)=[O:28]>>[CH3:8][C:7]1[CH:6]=[CH:5][C:4]([C:9]2[O:10][C:11]3[CH:17]=[CH:16][CH:15]=[CH:14][C:12]=3[N:13]=2)=[CH:3][C:2]=1[N:1]1[C:27](=[O:28])[C:21]2[C:20](=[CH:19][CH:18]=[C:23]([C:24]([OH:26])=[O:25])[CH:22]=2)[C:30]1=[O:29]. Procedure: Prepared by the method of Example 1b), from 2-(3-amino-4-methylphenyl)benzoxazole (250 mg, 1.1 mmol) and 1,2,4-benzenetricarboxylic anhydride (214 mg, 1.1 mmol) the title compound was obtained. 375 mg (84%). 1H NMR (DMSO) δ 8.45(dd, 1H), 8.33(d, 2H), 8.23(dd, 1H), 8.12(d, 1H), 7.79(m, 2H), 7.68(d, 1H), 7.44(m, 2H). MS 397 m/z (M−H)−. Starting materials: FC=1C=CC2=C(SC(=C2)C(N(C)OC)=O)C1 (6-fluoro-2-(N-methoxy-N-methylcarbamoyl)benzo[b]thiophene), [Cl-].[NH4+] (ammonium chloride), ( 4 ), BrC1=CC(=CC=C1)Br (1,3-dibromobenzene), C(CCC)[Li] (n-butyl lithium). Solvent: O1CCCC1 (tetrahydrofuran), O1CCCC1 (tetrahydrofuran). Reaction conditions: time 30 minute. Product: FC=1C=CC2=C(SC(=C2)C(=O)C2=CC(=CC=C2)Br)C1 (3-bromophenyl 6-fluorobenzo[b]thiophen-2-yl ketone). The yield is 68.4%. Reaction SMILES: Br[C:2]1[CH:7]=[CH:6][CH:5]=[C:4]([Br:8])[CH:3]=1.C([Li])CCC.[F:14][C:15]1[CH:16]=[CH:17][C:18]2[CH:22]=[C:21]([C:23](=[O:28])N(OC)C)[S:20][C:19]=2[CH:29]=1.[Cl-].[NH4+]>O1CCCC1>[F:14][C:15]1[CH:16]=[CH:17][C:18]2[CH:22]=[C:21]([C:23]([C:2]3[CH:7]=[CH:6][CH:5]=[C:4]([Br:8])[CH:3]=3)=[O:28])[S:20][C:19]=2[CH:29]=1 |f:3.4|. Procedure: To a solution of 2,4-difluorobenzaldehyde (5.0 g) in dimethylsulfoxide (100 ml) were added methyl thioglycolate (3.45 ml) and triethylamine (10 ml), and the mixture was stirred at 80° C. overnight. The reaction mixture was poured into ice-cold water. The mixture was extracted with ethyl acetate, washed with water and brine, and dried over sodium sulfate. The solvent was evaporated under reduced pressure. The residue was purified by silica gel column chromatography (hexane:ethyl acetate=7:1) to g... Reaction SMILES: [C:23]([CH2:24][CH2:25][CH2:26][CH3:27])(=[O:28])[Cl:29].[CH:35]([Cl:36])([Cl:37])[Cl:38].[Cl:1][c:2]1[cH:3][cH:4][c:5]2[c:6]([cH:7][c:8](-[c:10]3[cH:11][c:12]4[cH:13][cH:14][c:15]([O:20][CH3:21])[cH:16][c:17]4[cH:18][cH:19]3)[o:9]2)[cH:22]1.[Sn:30]([Cl:31])([Cl:32])([Cl:33])[Cl:34]>>[Cl:1][c:2]1[cH:3][cH:4][c:5]2[c:6]([c:7]([C:23]([CH2:24][CH2:25][CH2:26][CH3:27])=[O:28])[c:8](-[c:10]3[cH:11][c:12]4[cH:13][cH:14][c:15]([O:20][CH3:21])[cH:16][c:17]4[cH:18][cH:19]3)[o:9]2)[cH:22]1. Starting materials: CCCCC(=O)Cl, ClC(Cl)Cl, COc1ccc2cc(-c3cc4cc(Cl)ccc4o3)ccc2c1, Cl[Sn](Cl)(Cl)Cl. Product: CCCCC(=O)c1c(-c2ccc3cc(OC)ccc3c2)oc2ccc(Cl)cc12. Starting materials: C(C)(C)NC(C)C (diisopropylamine), CCOC(=O)[C@@H]1N(C(CC1)=O)C(=O)OC(C)(C)C ((R)-5-oxopyrrolidine-1,2-dicarboxylic acid 1-tert-butyl ester 2-ethyl ester), O (Water), FC1=NC(=CC=C1)F (2,6-Difluoropyridine). Solvent: O1CCCC1 (tetrahydrofuran), C(CCC)[Li] (n-butyl lithium), O1CCCC1 (tetrahydrofuran). Conditions: time 20 minute. Product: C(C)(C)(C)OC(=O)N[C@@H](C(=O)OCC)CCC(=O)C=1C(=NC(=CC1)F)F (ethyl (R)-2-tert-butoxycarbonylamino-5-(2,6-difluoropyridin-3-yl)-5-oxopentanoate). RXN SMILES: C(NC(C)C)(C)C.[F:8][C:9]1[CH:14]=[CH:13][CH:12]=[C:11]([F:15])[N:10]=1.[CH3:16][CH2:17][O:18][C:19]([C@H:21]1[CH2:25][CH2:24][C:23](=[O:26])[N:22]1[C:27]([O:29][C:30]([CH3:33])([CH3:32])[CH3:31])=[O:28])=[O:20].O>O1CCCC1.C([Li])CCC>[C:30]([O:29][C:27]([NH:22][C@H:21]([CH2:25][CH2:24][C:23]([C:14]1[C:9]([F:8])=[N:10][C:11]([F:15])=[CH:12][CH:13]=1)=[O:26])[C:19]([O:18][CH2:17][CH3:16])=[O:20])=[O:28])([CH3:31])([CH3:33])[CH3:32]. Procedure: To a solution of diisopropylamine (0.653 mL) in tetrahydrofuran (30 mL), n-butyl lithium (1.57 M solution in hexane, 2.97 mL) was added at −78° C. over five minutes, and the reaction solution was stirred at the same temperature for 20 minutes. 2,6-Difluoropyridine (0.388 mL) was added dropwise to the solution at −78° C., and the reaction solution was stirred at −78° C. for three hours. A solution of (R)-5-oxopyrrolidine-1,2-dicarboxylic acid 1-tert-butyl ester 2-ethyl ester (1.0 g) in tetrahydro... Reactants: CON(C)C(=O)c1ccc(Br)cc1, O=C(Cl)c1ccc(Br)cc1, C1CCOC1, CN1CCOCC1, CCCCCC, Cl, COc1c(F)c(F)cc(F)c1F, [Li]CCCC. Yields the product COc1c(F)c(F)c(C(=O)c2ccc(Br)cc2)c(F)c1F. Reaction SMILES: [Br:18][c:19]1[cH:20][cH:21][c:22]([C:23](=[O:24])[N:25]([O:26][CH3:27])[CH3:28])[cH:29][cH:30]1.[Br:31][c:32]1[cH:33][cH:34][c:35]([C:36]([Cl:37])=[O:38])[cH:39][cH:40]1.[CH2:49]1[O:50][CH2:51][CH2:52][CH2:53]1.[CH3:42][N:43]1[CH2:44][CH2:45][O:46][CH2:47][CH2:48]1.[CH3:54][CH2:55][CH2:56][CH2:57][CH2:58][CH3:59].[ClH:41].[F:1][c:2]1[c:3]([O:11][CH3:12])[c:4]([F:10])[c:5]([F:9])[cH:6][c:7]1[F:8].[Li:13][CH2:14][CH2:15][CH2:16][CH3:17]>>[F:1][c:2]1[c:3]([O:11][CH3:12])[c:4]([F:10])[c:5]([F:9])[c:6]([C:23]([c:22]2[cH:21][cH:20][c:19]([Br:18])[cH:30][cH:29]2)=[O:24])[c:7]1[F:8]. Reaction SMILES: [CH3:1][CH:2]1[CH2:7][N:6]([C:8]2[N:12]([CH2:13][C:14]([F:17])([F:16])[F:15])[N:11]=[CH:10][C:9]=2[N+:18]([O-])=O)[CH2:5][CH2:4][N:3]1[C:21]([O:23][C:24]([CH3:27])([CH3:26])[CH3:25])=[O:22].[NH4+].[Cl-]>CO.O.[Zn]>[NH2:18][C:9]1[CH:10]=[N:11][N:12]([CH2:13][C:14]([F:16])([F:17])[F:15])[C:8]=1[N:6]1[CH2:5][CH2:4][N:3]([C:21]([O:23][C:24]([CH3:27])([CH3:25])[CH3:26])=[O:22])[CH:2]([CH3:1])[CH2:7]1 |f:1.2|. Reagents/catalysts: [Zn] (zinc). Run in CO (MeOH), O (H2O). Procedure details: To a solution of (±) tert-butyl 2-methyl-4-(4-nitro-1-(2,2,2-trifluoroethyl)-1H-pyrazol-5-yl)piperazine-1-carboxylate (370 mg, 0.94 mmol) in MeOH (15 mL) and H2O (3 mL) was added zinc (362 mg, 5.6 mmol) and NH4Cl (400 mg, 7.5 mmol). The reaction mixture was stirred at ambient temperature for 4 hours, filtered through Celite, and evaporated under reduced pressure to afford tert-butyl (±)-4-(4-amino-1-(2,2,2-trifluoroethyl)-1H-pyrazol-5-yl)-2-methylpiperazine-1-carboxylate as yellow solid (300 mg,... Reaction conditions: time 4 hour. Yields the product NC=1C=NN(C1N1CC(N(CC1)C(=O)OC(C)(C)C)C)CC(F)(F)F (tert-butyl (±)-4-(4-amino-1-(2,2,2-trifluoroethyl)-1H-pyrazol-5-yl)-2-methylpiperazine-1-carboxylate). The yield is 87.8%. Starting materials: CC1N(CCN(C1)C1=C(C=NN1CC(F)(F)F)[N+](=O)[O-])C(=O)OC(C)(C)C ((±) tert-butyl 2-methyl-4-(4-nitro-1-(2,2,2-trifluoroethyl)-1H-pyrazol-5-yl)piperazine-1-carboxylate), [NH4+].[Cl-] (NH4Cl). Starting materials: O=C1NC2=C(C=CC=C2C1)CCC(=O)O (2,3-dihydro-2-oxo-1H-indole-7-propanoic acid). The solvent is C(C)(=O)OC(C)=O (acetic anhydride). Conditions: time 1 hour. The product is C1C(N2C(CCC3=CC=CC1=C23)=O)=O (5,6-dihydro-4H-pyrrolo[3,2,1-ij]quinoline-2,4(1H)-dione). Reaction SMILES: [O:1]=[C:2]1[CH2:10][C:9]2[C:4](=[C:5]([CH2:11][CH2:12][C:13]([OH:15])=O)[CH:6]=[CH:7][CH:8]=2)[NH:3]1>C(OC(=O)C)(=O)C>[CH2:10]1[C:9]2=[C:4]3[C:5](=[CH:6][CH:7]=[CH:8]2)[CH2:11][CH2:12][C:13](=[O:15])[N:3]3[C:2]1=[O:1]. Procedure: A solution of 2,3-dihydro-2-oxo-1H-indole-7-propanoic acid (2.0 g, 0.0098 mole) in acetic anhydride (8 ml) is heated to 90° C. with stirring for one hour. Excess acetic anhydride is removed at reduced pressure. The red crystalline material is purified by flash chromatography over silica (elution with 23:2 dichloromethane:diethyl ether). Final purification by fractional sublimation yields 5,6-dihydro-4H-pyrrolo[3,2,1-ij]quinoline-2,4(1H)-dione, mp 194°-197° C. The reactants are [N+](=O)([O-])C=1C=CC=C2C(NC(=NC12)C(F)(F)F)=O (8-nitro-2-(trifluoromethyl)quinazolin-4(3H)-one), P(Cl)(Cl)(Cl)(Cl)Cl (PCl5). The solvent is O=P(Cl)(Cl)Cl (POCl3). The product is ClC1=NC(=NC2=C(C=CC=C12)[N+](=O)[O-])C(F)(F)F (4-chloro-8-nitro-2-(trifluoromethyl)quinazoline). The yield is 186.7%. Reaction SMILES: [N+:1]([C:4]1[CH:5]=[CH:6][CH:7]=[C:8]2[C:13]=1[N:12]=[C:11]([C:14]([F:17])([F:16])[F:15])[NH:10][C:9]2=O)([O-:3])=[O:2].P(Cl)(Cl)(Cl)(Cl)[Cl:20]>O=P(Cl)(Cl)Cl>[Cl:20][C:9]1[C:8]2[C:13](=[C:4]([N+:1]([O-:3])=[O:2])[CH:5]=[CH:6][CH:7]=2)[N:12]=[C:11]([C:14]([F:17])([F:16])[F:15])[N:10]=1. Procedure: The title compound was prepared following the procedure described in Intermediate-7, step-2 using 8-nitro-2-(trifluoromethyl)quinazolin-4(3H)-one (500 mg, 1.93 mmol) and PCl5 (477 mg, 2.32 mmol) in POCl3 (2.5 mL) to afford 1.0 g of the title product. Reactants: FC(C1=C(C=NN1C1=C(C=C(C=C1)Cl)Cl)C(=O)N)(F)F (5-(Trifluoromethyl)-1-(2,4-dichlorophenyl)-1H-pyrazole-4-carboxamide), S(=O)(Cl)Cl (thionyl chloride), CN(C)C=O (DMF). The solvent is C1(=CC=CC=C1)C (toluene). Product: FC(C1=C(C=NN1C1=C(C=C(C=C1)Cl)Cl)C#N)(F)F (5-(trifluoromethyl)-1-(2,4-dichlorophenyl)-1H-pyrazole-4-carbonitrile). As a reaction SMILES: [F:1][C:2]([F:20])([F:19])[C:3]1[N:7]([C:8]2[CH:13]=[CH:12][C:11]([Cl:14])=[CH:10][C:9]=2[Cl:15])[N:6]=[CH:5][C:4]=1[C:16]([NH2:18])=O.S(Cl)(Cl)=O.CN(C=O)C>C1(C)C=CC=CC=1>[F:20][C:2]([F:1])([F:19])[C:3]1[N:7]([C:8]2[CH:13]=[CH:12][C:11]([Cl:14])=[CH:10][C:9]=2[Cl:15])[N:6]=[CH:5][C:4]=1[C:16]#[N:18]. Procedure details: 5-(Trifluoromethyl)-1-(2,4-dichlorophenyl)-1H-pyrazole-4-carboxamide (2.36 grams, 0.073 mole) was suspended in 30 ml of toluene, 10 ml of thionyl chloride, and about 1 ml of DMF. The suspension was stirred and heated to reflux, then refluxed for 11/2 hours. Solvent and excess thionyl chloride was removed in vacuo. The crude solid was crystallized from toluene yielding 5-(trifluoromethyl)-1-(2,4-dichlorophenyl)-1H-pyrazole-4-carbonitrile, yield 0.7 gram, mp=83°-85° C.